From a dataset of the Open Reaction Database (ORD), a public repository of structured organic reaction records. describe an organic reaction: reactants, conditions, products, and yield Starting materials: ClC1=CC=C(C=C1)C=1C(=NC=C(C(=O)O)C1)O[C@H]1COCC1 ((R)-5-(4-chlorophenyl)-6-(tetrahydrofuran-3-yloxy)nicotinic acid), FC(C1=NOC(=N1)CN)(F)F (3-trifluoromethyl-[1,2,4]oxadiazol-5-methanamine). Yields the product ClC1=CC=C(C=C1)C=1C(=NC=C(C(=O)NCC2=NC(=NO2)C(F)(F)F)C1)O[C@H]1COCC1 ((R)-5-(4-chlorophenyl)-6-(tetrahydrofuran-3-yloxy)-N-((3-(trifluoromethyl)-1,2,4-oxadiazol-5-yl)methyl)nicotinamide). As a reaction SMILES: [Cl:1][C:2]1[CH:7]=[CH:6][C:5]([C:8]2[C:9]([O:17][C@@H:18]3[CH2:22][CH2:21][O:20][CH2:19]3)=[N:10][CH:11]=[C:12]([CH:16]=2)[C:13]([OH:15])=O)=[CH:4][CH:3]=1.[F:23][C:24]([F:33])([F:32])[C:25]1[N:29]=[C:28]([CH2:30][NH2:31])[O:27][N:26]=1>>[Cl:1][C:2]1[CH:3]=[CH:4][C:5]([C:8]2[C:9]([O:17][C@@H:18]3[CH2:22][CH2:21][O:20][CH2:19]3)=[N:10][CH:11]=[C:12]([CH:16]=2)[C:13]([NH:31][CH2:30][C:28]2[O:27][N:26]=[C:25]([C:24]([F:33])([F:32])[F:23])[N:29]=2)=[O:15])=[CH:6][CH:7]=1. Procedure: The title compound was synthesized in analogy to Example 1 using (R)-5-(4-chlorophenyl)-6-(tetrahydrofuran-3-yloxy)nicotinic acid (example CJ) and 3-trifluoromethyl-[1,2,4]oxadiazol-5-methanamine (example AK) as starting materials; LC-MS (UV peak area/ESI) 94.6%, 469.1 (M+H)+.